Dataset: the Open Reaction Database (ORD), a public repository of structured organic reaction records. Task: describe an organic reaction: reactants, conditions, products, and yield Starting materials: NC=1C(=C(C=CC1)C=1N=C(C=2N(C1)C=CN2)NC2=CC=C(C#N)C=C2)C (4-[6-(3-amino-2-methyl-phenyl)-imidazo[1,2-a]pyrazin-8-ylamino]-benzonitrile), C(C)(C)N(CC)C(C)C (diisopropylethylamine), C(C)(C)(C)C1=CC=C(C(=O)Cl)C=C1 (4-tert-Butyl-benzoyl chloride). Run in C1CCOC1 (THF), C1CCOC1 (THF). Run at time 30 minute. Yields the product C(C)(C)(C)C1=CC=C(C(=O)NC2=C(C(=CC=C2)C=2N=C(C=3N(C2)C=CN3)NC3=CC=C(C=C3)C#N)C)C=C1 (4-tert-butyl-N-{3-[8-(4-cyano-phenylamino)-imidazo[1,2-a]pyrazin-6-yl]-2-methyl-phenyl}-benzamide). Isolated yield 80.3%. Reaction SMILES: [NH2:1][C:2]1[C:3]([CH3:26])=[C:4]([C:8]2[N:9]=[C:10]([NH:17][C:18]3[CH:25]=[CH:24][C:21]([C:22]#[N:23])=[CH:20][CH:19]=3)[C:11]3[N:12]([CH:14]=[CH:15][N:16]=3)[CH:13]=2)[CH:5]=[CH:6][CH:7]=1.C(N(C(C)C)CC)(C)C.[C:36]([C:40]1[CH:48]=[CH:47][C:43]([C:44](Cl)=[O:45])=[CH:42][CH:41]=1)([CH3:39])([CH3:38])[CH3:37]>C1COCC1>[C:36]([C:40]1[CH:41]=[CH:42][C:43]([C:44]([NH:1][C:2]2[CH:7]=[CH:6][CH:5]=[C:4]([C:8]3[N:9]=[C:10]([NH:17][C:18]4[CH:25]=[CH:24][C:21]([C:22]#[N:23])=[CH:20][CH:19]=4)[C:11]4[N:12]([CH:14]=[CH:15][N:16]=4)[CH:13]=3)[C:3]=2[CH3:26])=[O:45])=[CH:47][CH:48]=1)([CH3:39])([CH3:37])[CH3:38]. Reported procedure: A solution of 4-[6-(3-amino-2-methyl-phenyl)-imidazo[1,2-a]pyrazin-8-ylamino]-benzonitrile (380 mg; 1.12 mmol) and diisopropylethylamine (187 mg; 1.45 mmol) in anhydrous THF (25 mL) is stirred under nitrogen at rt. A solution of 4-tert-Butyl-benzoyl chloride (230 mg; 1.17 mmol) in 5 mL anhydrous THF is then added dropwise to the stirring reaction solution. After 30 minutes, the mixture is partitioned between ethyl acetate (75 mL) and water (75 mL) and the water layer extracted with ethyl acetate... Starting materials: O1C=CC=2C1=NC1=C(C2)C(=O)OC1=O (Furo[2,3-b]pyridine-5,6-Dicarboxylic anhydride), NC(C(=O)N)(C(C)C)C ((+)-2-amino-2,3-dimethylbutyramide), CCOCC (ether). Solvent: C1CCOC1 (THF). Run at time 16 hour. The product is C(C)(C)C1(N=C(NC1=O)C1=C(C=C2C(=N1)OC=C2)C(=O)O)C ((+)-6-(4-isopropyl-4-methyl-5-oxo-2-imidazolin-2-yl)-furo[2,3-b]pyridine-5-carboxylic acid). Isolated yield 27.0%. RXN SMILES: [O:1]1[C:5]2=[N:6][C:7]3[C:13](=O)[O:12][C:10](=[O:11])[C:8]=3[CH:9]=[C:4]2[CH:3]=[CH:2]1.[NH2:15][C:16]([CH3:23])([CH:20]([CH3:22])[CH3:21])[C:17]([NH2:19])=[O:18].CCOCC>C1COCC1>[CH:20]([C:16]1([CH3:23])[C:17](=[O:18])[NH:19][C:13]([C:7]2[N:6]=[C:5]3[O:1][CH:2]=[CH:3][C:4]3=[CH:9][C:8]=2[C:10]([OH:12])=[O:11])=[N:15]1)([CH3:22])[CH3:21]. Procedure: Furo[2,3-b]pyridine-5,6-Dicarboxylic anhydride (2.50 g, 0.013 mol) is suspended in 40 mLs anhydrous THF and (+)-2-amino-2,3-dimethylbutyramide (1.72 g, 0.013 mol) is added. The mixture is stirred under N2 at room temperature for 16 hours. The solution is poured into 150 mLs anhydrous ether, and the resulting solid is collected in 88.6% crude yield. The unpurified adduct is converted to the indicated product in the manner described in Example 38 for the racemic mixture. The (+)-isomer is recrysta... Reactants: COC([C@@H](NC(C1=C(C=C(C=C1)CNCCN1CCCCC1)C1=C(C=CC=C1)C)=O)CCSC)=O (N-[4-(N-(2-piperidin-1-ylethyl)aminomethyl)-2-(2-methylphenyl)benzoyl]methionine methyl ester), C(CCC)=O (butyraldehyde). Product: COC([C@@H](NC(C1=C(C=C(C=C1)CN(CCN1CCCCC1)CCCC)C1=C(C=CC=C1)C)=O)CCSC)=O (N-[4-(N-Butyl-N-(2-piperidin-1-ylethyl)aminomethyl)-2-(2-methylphenyl)benzoyl]methionine methyl ester). As a reaction SMILES: [CH3:1][O:2][C:3](=[O:35])[C@H:4]([CH2:31][CH2:32][S:33][CH3:34])[NH:5][C:6](=[O:30])[C:7]1[CH:12]=[CH:11][C:10]([CH2:13][NH:14][CH2:15][CH2:16][N:17]2[CH2:22][CH2:21][CH2:20][CH2:19][CH2:18]2)=[CH:9][C:8]=1[C:23]1[CH:28]=[CH:27][CH:26]=[CH:25][C:24]=1[CH3:29].[CH:36](=O)[CH2:37][CH2:38][CH3:39]>>[CH3:1][O:2][C:3](=[O:35])[C@H:4]([CH2:31][CH2:32][S:33][CH3:34])[NH:5][C:6](=[O:30])[C:7]1[CH:12]=[CH:11][C:10]([CH2:13][N:14]([CH2:36][CH2:37][CH2:38][CH3:39])[CH2:15][CH2:16][N:17]2[CH2:18][CH2:19][CH2:20][CH2:21][CH2:22]2)=[CH:9][C:8]=1[C:23]1[CH:28]=[CH:27][CH:26]=[CH:25][C:24]=1[CH3:29]. Procedure: The desired compound was prepared using the method described in Example 403H starting with the compound prepared in Example 1196A and butyraldehyde. m/e (ESI) 552 (MH−) Reactants: BrC=1C=C(C#N)C=CC1 (3-Bromobenzonitrile), FC1=C(C=C(C=C1)[N+](=O)[O-])B1OC(C(O1)(C)C)(C)C (2-(2-fluoro-5-nitrophenyl)-4,4,5,5-tetramethyl-[1,3,2]dioxaborolane). Yields the product FC1=C(C=C(C=C1)[N+](=O)[O-])C1=CC(=CC=C1)C#N (2′-fluoro-5′-nitrobiphenyl-3-carbonitrile). As a reaction SMILES: Br[C:2]1[CH:3]=[C:4]([CH:7]=[CH:8][CH:9]=1)[C:5]#[N:6].[F:10][C:11]1[CH:16]=[CH:15][C:14]([N+:17]([O-:19])=[O:18])=[CH:13][C:12]=1B1OC(C)(C)C(C)(C)O1>>[F:10][C:11]1[CH:16]=[CH:15][C:14]([N+:17]([O-:19])=[O:18])=[CH:13][C:12]=1[C:2]1[CH:9]=[CH:8][CH:7]=[C:4]([C:5]#[N:6])[CH:3]=1. Procedure: 3-Bromobenzonitrile and 2-(2-fluoro-5-nitrophenyl)-4,4,5,5-tetramethyl-[1,3,2]dioxaborolane were coupled using the procedure described in Example 7 part c) to afford 2′-fluoro-5′-nitrobiphenyl-3-carbonitrile as a brown solid: δH (360 MHz, DMSO) 7.33-7.40 (2H, m), 7.46-7.55 (2H, m), 7.61 (1H, ddd, J 8, 8 and 2), 7.96-8.01 (1H, m), 8.61 (1H, dd, J 5 and 2), 8.77 (1H, s). RXN SMILES: [CH3:1][S:2]([O:3][CH2:6][CH2:7][CH2:8][n:9]1[c:10](=[O:19])[nH:11][c:12]2[c:13]1[cH:14][cH:15][c:16]([CH3:18])[cH:17]2)(=[O:4])=[O:5].[CH3:42][N:43]([CH3:44])[CH:45]=[O:46].[ClH:20].[F:21][c:22]1[cH:23][cH:24][c:25]([C:28](=[O:29])[CH:30]2[CH2:31][CH2:32][NH:33][CH2:34][CH2:35]2)[cH:26][cH:27]1.[Na+:36].[Na+:37].[O-:38][C:39](=[O:40])[O-:41]>>[CH2:6]([CH2:7][CH2:8][n:9]1[c:10](=[O:19])[nH:11][c:12]2[c:13]1[cH:14][cH:15][c:16]([CH3:18])[cH:17]2)[N:33]1[CH2:32][CH2:31][CH:30]([C:28]([c:25]2[cH:24][cH:23][c:22]([F:21])[cH:27][cH:26]2)=[O:29])[CH2:35][CH2:34]1. Product: Cc1ccc2c(c1)[nH]c(=O)n2CCCN1CCC(C(=O)c2ccc(F)cc2)CC1. Reactants: Cc1ccc2c(c1)[nH]c(=O)n2CCCOS(C)(=O)=O, CN(C)C=O, Cl, O=C(c1ccc(F)cc1)C1CCNCC1, [Na+], [Na+], O=C([O-])[O-]. Reactants: ClCCl, OCCC1(O)CCCCC1, Cc1ccc(S(=O)(=O)Cl)cc1, c1ccncc1. Product: Cc1ccc(S(=O)(=O)OCCC2(O)CCCCC2)cc1. Reaction SMILES: [Cl:28][CH2:29][Cl:30].[OH:1][CH2:2][CH2:3][C:4]1([OH:10])[CH2:5][CH2:6][CH2:7][CH2:8][CH2:9]1.[c:17]1([CH3:27])[cH:18][cH:19][c:20]([S:23](=[O:24])(=[O:25])[Cl:26])[cH:21][cH:22]1.[cH:11]1[cH:12][cH:13][n:14][cH:15][cH:16]1>>[O:1]([CH2:2][CH2:3][C:4]1([OH:10])[CH2:5][CH2:6][CH2:7][CH2:8][CH2:9]1)[S:23]([c:20]1[cH:19][cH:18][c:17]([CH3:27])[cH:22][cH:21]1)(=[O:24])=[O:25]. Reactants: OOS(=O)[O-].[K+] (oxone), C1(=CC=CC2=CC=CC=C12)S (naphthalene-1-thiol), C(=O)([O-])[O-].[K+].[K+] (K2CO3), COC(CCl)=O (chloro-acetic acid methyl ester). Run in CC(C)=O (propan-2-one). Reaction conditions: temperature 0 celsius, time 4 hour. Yields the product COC(CS(=O)(=O)C1=CC=CC2=CC=CC=C12)=O ((naphthalene-1-sulfonyl)-acetic acid methyl ester). The yield is 55.4%. Reaction SMILES: [C:1]1(S)[C:10]2[C:5](=[CH:6][CH:7]=[CH:8][CH:9]=2)[CH:4]=[CH:3][CH:2]=1.C([O-])([O-])=O.[K+].[K+].[CH3:18][O:19][C:20](=[O:23])[CH2:21]Cl.O[O:25][S:26]([O-:28])=O.[K+]>CC(=O)C>[CH3:18][O:19][C:20](=[O:23])[CH2:21][S:26]([C:9]1[C:10]2[C:5](=[CH:4][CH:3]=[CH:2][CH:1]=2)[CH:6]=[CH:7][CH:8]=1)(=[O:28])=[O:25] |f:1.2.3,5.6|. Procedure: To a stirred suspension of 3.1 g (0.019 mol) of naphthalene-1-thiol and 2.94 g (0.021 mol, 1.1 eq) of K2CO3 in 100 mL of propan-2-one cooled at 0° C., 3.15 g (0.029 mol, 1.5 eq) of chloro-acetic acid methyl ester were added in one portion. The ice bath was removed and the reaction mixture was stirred an additional 4 hours. The reaction was filtered, the solvent evaporated and the resulting residue was taken up in 100 mL of MeOH. 14.3 g (0.023 mol, 1.2 eq) of oxone (potassium peroxymonosulfate) w...